From a dataset of the Open Reaction Database (ORD), a public repository of structured organic reaction records. describe an organic reaction: reactants, conditions, products, and yield Reactants: C(C)C1N(CCC1)CC1=C(C=CC=C1)[N+](=O)[O-] (ethyl 1-(2-nitrobenzyl)pyrrolidine). Reagents/catalysts: [Pd] (palladium on carbon). Solvent: CO (methanol). Product: N1(CCCC1)CC1=C(C=CC=C1)N ([2-(1-pyrrolidinylmethyl)phenyl]amine). Yield: 115.4%. As a reaction SMILES: C([CH:3]1[CH2:7][CH2:6][CH2:5][N:4]1[CH2:8][C:9]1[CH:14]=[CH:13][CH:12]=[CH:11][C:10]=1[N+:15]([O-])=O)C>[Pd].CO>[N:4]1([CH2:8][C:9]2[CH:14]=[CH:13][CH:12]=[CH:11][C:10]=2[NH2:15])[CH2:5][CH2:6][CH2:7][CH2:3]1. Procedure: A mixture of ethyl 1-(2-nitrobenzyl)pyrrolidine (1.90 g) and 10% palladium on carbon (200 mg) in methanol (40 mL) was hydrogenated at ambient temperature. After completion of the reaction, the catalyst in the reaction mixture was removed by filtration. The solvent was evaporated in vacuo. The residue was purified by silica gel column chromatography (chloroform/methanol=20/1 v/v) to give [2-(1-pyrrolidinylmethyl)phenyl]amine (1.65 g) as a pale yellow solid. Starting materials: O(C1=CC=CC=C1)C1=NC=C(C=C1)N (2-phenoxy-5-aminopyridine), CN1CC(C[C@@H]2C=3C=CC=C4NC=C(C[C@@H]12)C34)=O (6-methyl-8-oxo-ergoline). Reagents/catalysts: [Pd] (palladium). Product: CN1CC(C[C@@H]2C=3C=CC=C4NC=C(C[C@@H]12)C34)NC=3C=CC(=NC3)OC3=CC=CC=C3 (6-methyl-8-(2-phenoxy-5-pyridylamino)ergoline). RXN SMILES: [O:1]([C:8]1[CH:13]=[CH:12][C:11]([NH2:14])=[CH:10][N:9]=1)[C:2]1[CH:7]=[CH:6][CH:5]=[CH:4][CH:3]=1.[CH3:15][N:16]1[C@H:30]2[C@@H:20]([C:21]3[CH:22]=[CH:23][CH:24]=[C:25]4[C:31]=3[C:28]([CH2:29]2)=[CH:27][NH:26]4)[CH2:19][C:18](=O)[CH2:17]1>[Pd]>[CH3:15][N:16]1[C@H:30]2[C@@H:20]([C:21]3[CH:22]=[CH:23][CH:24]=[C:25]4[C:31]=3[C:28]([CH2:29]2)=[CH:27][NH:26]4)[CH2:19][CH:18]([NH:14][C:11]2[CH:12]=[CH:13][C:8]([O:1][C:2]3[CH:7]=[CH:6][CH:5]=[CH:4][CH:3]=3)=[N:9][CH:10]=2)[CH2:17]1. Reported procedure: The following compounds (isomers Ia and Ib) are obtained in a manner analogous to that described in Example 3, from 2-phenoxy-5-aminopyridine and 6-methyl-8-oxo-ergoline in the presence of palladium: Reactants: C(c1ccc(c(c1)C(F)(F)F)[Br])=O, CC1=CN=C(C=C1)N, [C-]#[N+]C1CCCCC1. Reagents/catalysts: O=C(O)C(F)(F)F (trifluoroacetic acid). Run in CC(C)O (isopropyl alcohol), CC(C)O (isopropylalcohol). Conditions: temperature 22 celsius, time 20 hour. Yields the product Cc1ccc2nc(c3ccc(c(c3)C(F)(F)F)[Br])c(NC3CCCCC3)n2c1. Yield: 28.4%. Reaction SMILES: CC1=CC=C(N)N=C1.[C-]#[N+]C1CCCCC1.FC(F)(F)C1=C(Br)C=CC(C=O)=C1>>CC1=CN2C(C=C1)=NC(=C2NC1CCCCC1)C1=CC(=C(Br)C=C1)C(F)(F)F. Starting materials: COc1cc(CCCC2OC(=O)NC2=O)ccc1OCc1coc(C=Cc2ccccc2)n1, C1CCOC1. Yields the product COc1cc(CCCC2OC(=O)NC2=O)ccc1OCc1coc(CCc2ccccc2)n1. Reaction SMILES: [CH3:1][O:2][c:3]1[cH:4][c:5]([CH2:24][CH2:25][CH2:26][CH:27]2[C:28](=[O:33])[NH:29][C:30](=[O:32])[O:31]2)[cH:6][cH:7][c:8]1[O:9][CH2:10][c:11]1[n:12][c:13]([CH:16]=[CH:17][c:18]2[cH:19][cH:20][cH:21][cH:22][cH:23]2)[o:14][cH:15]1.[O:34]1[CH2:35][CH2:36][CH2:37][CH2:38]1>>[CH3:1][O:2][c:3]1[cH:4][c:5]([CH2:24][CH2:25][CH2:26][CH:27]2[C:28](=[O:33])[NH:29][C:30](=[O:32])[O:31]2)[cH:6][cH:7][c:8]1[O:9][CH2:10][c:11]1[n:12][c:13]([CH2:16][CH2:17][c:18]2[cH:19][cH:20][cH:21][cH:22][cH:23]2)[o:14][cH:15]1. Starting materials: ClCCl, C[Si](C)(C)C#N, [Cl-], [Cl-], [Cl-], [Cl-], COc1ccc(C(C)(Cl)C(F)(F)F)cc1, [Na+], [OH-], [Ti+4]. Yields the product COc1ccc(C(C)(C#N)C(F)(F)F)cc1. As a reaction SMILES: [CH2:24]([Cl:25])[Cl:26].[CH3:1][Si:2]([CH3:3])([CH3:4])[C:5]#[N:6].[Cl-:27].[Cl-:28].[Cl-:29].[Cl-:30].[Cl:7][C:8]([CH3:9])([C:10]([F:11])([F:12])[F:13])[c:14]1[cH:15][cH:16][c:17]([O:20][CH3:21])[cH:18][cH:19]1.[Na+:23].[OH-:22].[Ti+4:31]>>[C:5](#[N:6])[C:8]([CH3:9])([C:10]([F:11])([F:12])[F:13])[c:14]1[cH:15][cH:16][c:17]([O:20][CH3:21])[cH:18][cH:19]1. RXN SMILES: [F:1][C:2]([F:16])([F:15])[C:3]1[CH:4]=[C:5]([CH:9]2[CH2:14][CH2:13][NH:12][CH2:11][CH2:10]2)[CH:6]=[CH:7][CH:8]=1.[CH2:17](Br)[CH2:18][CH2:19][CH3:20].Cl>>[CH2:17]([N:12]1[CH2:11][CH2:10][CH:9]([C:5]2[CH:6]=[CH:7][CH:8]=[C:3]([C:2]([F:1])([F:15])[F:16])[CH:4]=2)[CH2:14][CH2:13]1)[CH2:18][CH2:19][CH3:20]. The product is C(CCC)N1CCC(CC1)C1=CC(=CC=C1)C(F)(F)F (1-Butyl-4-(3-trifluoromethyl-phenyl)-piperidine). The reactants are FC(C=1C=C(C=CC1)C1CCNCC1)(F)F (4-(3-Trifluoromethyl-phenyl)-piperidine), ( 12 ), ( 51 ), C(CCC)Br (n-Bu-Br), Cl (HCl), ( 17 ). Reported procedure: Beginning with 4-(3-Trifluoromethyl-phenyl)-piperidine and n-Bu-Br: m.p. 222° C. (HCl), MS m/z (rel. intensity, 70 eV) 285 (M+, 3), 243 (12), 242 (bp), 70 (51), 56 (17). Reaction conditions: temperature -20 celsius. The product is ClCCC(=O)C1=CC=2CC3=CC(=CC=C3SC2C=C1)C(CCCl)=O (2,7-Bis(3-chloropropionyl)thioxanthene). RXN SMILES: [CH:1]1[C:14]2[CH2:13][C:12]3[C:7](=[CH:8][CH:9]=[CH:10][CH:11]=3)[S:6][C:5]=2[CH:4]=[CH:3][CH:2]=1.[Cl:15][CH2:16][CH2:17][C:18](Cl)=[O:19].[Cl-:21].[Al+3].[Cl-].[Cl-]>C(Cl)Cl>[Cl:15][CH2:16][CH2:17][C:18]([C:10]1[CH:9]=[CH:8][C:7]2[S:6][C:5]3[C:14](=[CH:1][C:2]([C:18](=[O:19])[CH2:17][CH2:16][Cl:21])=[CH:3][CH:4]=3)[CH2:13][C:12]=2[CH:11]=1)=[O:19] |f:2.3.4.5|. Reactants: [Cl-].[Al+3].[Cl-].[Cl-] (aluminum chloride), ice water, C1=CC=CC=2SC3=CC=CC=C3CC12 (thioxanthene), ClCCC(=O)Cl (3-chloropropionyl chloride), [Cl-].[Al+3].[Cl-].[Cl-] (aluminum chloride). Procedure details: To a mixture of 99.2 g (0.5 mole) of thioxanthene, 158.5 g (1.25 mole) of 3-chloropropionyl chloride, and 3 liters of previously dried methylene chloride, chilled to -20° C., is slowly added 146.7 g (1.1 mole) of aluminum chloride over a 30 minute period while maintaining the temperature at below -10° C. Following the addition of aluminum chloride the reaction mixture is slowly permitted to rise to room temperature and then refluxed for an additional 4 hours. The reaction mixture is cooled to ro... Solvent: C(Cl)Cl (methylene chloride). Starting materials: ClC=1C(=C(C=CC1F)NC1=NC=NC2=CC(=C(C=C12)OC1CN(C1)C(=O)OCCCC)O)F (butyl 3-(4-(3-chloro-2,4-difluorophenylamino)-7-hydroxyquinazolin-6-yloxy)azetidin-1-carboxylate). Solvent: C(Cl)Cl (methylene chloride), FC(C(=O)O)(F)F (trifluoroacetic acid). Run at time 1 hour. The product is N1CC(C1)OC=1C=C2C(=NC=NC2=CC1O)NC1=C(C(=C(C=C1)F)Cl)F (6-(azetidin-3-yloxy)-4-(3-chloro-2,4-difluorophenylamino)quinazolin-7-ol). Isolated yield 87.2%. As a reaction SMILES: [Cl:1][C:2]1[C:3]([F:33])=[C:4]([NH:9][C:10]2[C:19]3[C:14](=[CH:15][C:16]([OH:32])=[C:17]([O:20][CH:21]4[CH2:24][N:23](C(OCCCC)=O)[CH2:22]4)[CH:18]=3)[N:13]=[CH:12][N:11]=2)[CH:5]=[CH:6][C:7]=1[F:8]>C(Cl)Cl.FC(F)(F)C(O)=O>[NH:23]1[CH2:24][CH:21]([O:20][C:17]2[CH:18]=[C:19]3[C:14](=[CH:15][C:16]=2[OH:32])[N:13]=[CH:12][N:11]=[C:10]3[NH:9][C:4]2[CH:5]=[CH:6][C:7]([F:8])=[C:2]([Cl:1])[C:3]=2[F:33])[CH2:22]1. Procedure: 100 mg of the compound obtained in step 1) was diluted with 2 ml of methylene chloride, and 0.2 ml of trifluoroacetic acid was added thereto. The resulting mixture was stirred at room temperature for one hour. After the reaction terminated, the resulting solution was distilled under a reduced pressure to remove a solvent. The resulting residue was alkalinized with a saturated sodium bicarbonate and extracted with a mixed solvent of chloroform and 2-propanol (3:1). The organic layer was dried ove... Reactants: INC(CCC(=O)N)=O (N-iodosuccinamide), C1(=CC=CC=C1)P(C1=CC=CC=C1)C1=CC=CC=C1 (triphenylphosphine), C(CCC)NC([C@@H](C[C@H]1[C@@H](N(C(O1)(C)C)C(=O)OC(C)(C)C)CC(CCO)(C)C)C)=O (3-[3-tert-butoxycarbonyl-4(S)-(4-hydroxy-2,2-dimethylbutyl)-2,2-dimethyl-1,3-oxazolidin-5(S)-yl]-2(R)-methyl-propionic acid (N-butyl)amide). Solvent: C(Cl)Cl (methylene chloride). Conditions: time 7 hour. Yields the product C(CCC)NC([C@@H](C[C@H]1[C@@H](N(C(O1)(C)C)C(=O)OC(C)(C)C)CC(CCI)(C)C)C)=O (3-[3-Tert-butoxycarbonyl-4(S)-(4-iodo-2,2-dimethylbutyl)-2,2-dimethyl-1,3-oxazolidin-5(S)-yl]-2(R)-methyl-propionic acid (N-butyl)amide). RXN SMILES: [I:1]NC(=O)CCC(N)=O.C1(P(C2C=CC=CC=2)C2C=CC=CC=2)C=CC=CC=1.[CH2:29]([NH:33][C:34](=[O:59])[C@H:35]([CH3:58])[CH2:36][C@@H:37]1[O:41][C:40]([CH3:43])([CH3:42])[N:39]([C:44]([O:46][C:47]([CH3:50])([CH3:49])[CH3:48])=[O:45])[C@H:38]1[CH2:51][C:52]([CH3:57])([CH3:56])[CH2:53][CH2:54]O)[CH2:30][CH2:31][CH3:32]>C(Cl)Cl>[CH2:29]([NH:33][C:34](=[O:59])[C@H:35]([CH3:58])[CH2:36][C@@H:37]1[O:41][C:40]([CH3:43])([CH3:42])[N:39]([C:44]([O:46][C:47]([CH3:50])([CH3:49])[CH3:48])=[O:45])[C@H:38]1[CH2:51][C:52]([CH3:57])([CH3:56])[CH2:53][CH2:54][I:1])[CH2:30][CH2:31][CH3:32]. Reported procedure: 168 mg of N-iodosuccinamide and 196 mg of triphenylphosphine are added to a solution of 300 mg of 3-[3-tert-butoxycarbonyl-4(S)-(4-hydroxy-2,2-dimethylbutyl)-2,2-dimethyl-1,3-oxazolidin-5(S)-yl]-2(R)-methyl-propionic acid (N-butyl)amide (Example 1c)) in 5 ml of methylene chloride at 0° C. and the reaction mixture is stirred for 7 h. The crude product is purified, after customary working up, over 65 g of silica gel (mobile phase B) to give the title compound: Rf (B)=0.55.